From a dataset of the Open Reaction Database (ORD), a public repository of structured organic reaction records. describe an organic reaction: reactants, conditions, products, and yield Reactants: BrC=1C(=NOC1N)C (4-bromo-3-methyl-5-aminoisoxazole), [H-].[Na+] (NaH), C(C)C1=C(C2=C(S1)C=CC=C2)S(=O)(=O)Cl (2-ethylbenzo[b]thiophene-3-sulfonyl chloride). Solvent: C1CCOC1 (THF). Yields the product BrC=1C(=NOC1NS(=O)(=O)C=1C2=C(SC1CC)C=CC=C2)C (N-(4-bromo-3-methyl-5-isoxazolyl)-2-ethylbenzo[b]thiophene-3-sulfonamide), tan crystalline solid. The yield is 60.0%. RXN SMILES: [Br:1][C:2]1[C:3]([CH3:8])=[N:4][O:5][C:6]=1[NH2:7].[H-].[Na+].[CH2:11]([C:13]1[S:17][C:16]2[CH:18]=[CH:19][CH:20]=[CH:21][C:15]=2[C:14]=1[S:22](Cl)(=[O:24])=[O:23])[CH3:12]>C1COCC1>[Br:1][C:2]1[C:3]([CH3:8])=[N:4][O:5][C:6]=1[NH:7][S:22]([C:14]1[C:15]2[CH:21]=[CH:20][CH:19]=[CH:18][C:16]=2[S:17][C:13]=1[CH2:11][CH3:12])(=[O:23])=[O:24] |f:1.2|. Procedure: N-(4-bromo-3-methyl-5-isoxazolyl)-2-ethylbenzo[b]thiophene-3-sulfonamide was prepared by the method of Example 41 with 4-bromo-3-methyl-5-aminoisoxazole (1.0 mmoles, 0.177 g), NaH (2.5 mmoles, 100 mg), 2-ethylbenzo[b]thiophene-3-sulfonyl chloride (1.2 mmoles, 0.31 g) and THF (7 ml). Recrystallization from chloroform and hexanes provided 0.24 g (60%) of a tan crystalline solid, m.p. 118.5°-120° C. Reactants: C(C(=O)Cl)(=O)Cl (oxalyl chloride), ClC=1C=CC=2C=C3CCC(CN3C2N1)N(S(=O)(=O)C1=CC=C(C=C1)F)C ((±)-N-(2-chloro-6,7,8,9-tetrahydro-pyrido[3,2-b]indolizin-8-yl)-4-fluoro-N-methyl-benzenesulfonamide), CO (MeOH). The solvent is C(Cl)Cl (CH2Cl2). Run at temperature 0 celsius, time 30 minute. Yields the product COC(C(=O)C=1C2=C(N3CC(CCC13)N(C)S(=O)(=O)C1=CC=C(C=C1)F)N=C(C=C2)Cl)=O ((±)-{2-chloro-8-[(4-fluoro-benzenesulfonyl)-methyl-amino]-6,7,8,9-tetrahydro-pyrido[3,2-b]indolizin-5-yl}-oxo-acetic acid methyl ester). RXN SMILES: [Cl:1][C:2]1[CH:3]=[CH:4][C:5]2[CH:6]=[C:7]3[N:12]([C:13]=2[N:14]=1)[CH2:11][CH:10]([N:15]([CH3:26])[S:16]([C:19]1[CH:24]=[CH:23][C:22]([F:25])=[CH:21][CH:20]=1)(=[O:18])=[O:17])[CH2:9][CH2:8]3.[C:27](Cl)(=[O:31])[C:28](Cl)=[O:29].[CH3:33][OH:34]>C(Cl)Cl>[CH3:33][O:34][C:27](=[O:31])[C:28]([C:6]1[C:5]2[CH:4]=[CH:3][C:2]([Cl:1])=[N:14][C:13]=2[N:12]2[C:7]=1[CH2:8][CH2:9][CH:10]([N:15]([S:16]([C:19]1[CH:24]=[CH:23][C:22]([F:25])=[CH:21][CH:20]=1)(=[O:17])=[O:18])[CH3:26])[CH2:11]2)=[O:29]. Reported procedure: To a solution of (±)-N-(2-chloro-6,7,8,9-tetrahydro-pyrido[3,2-b]indolizin-8-yl)-4-fluoro-N-methyl-benzenesulfonamide (0.31 g) in 15 mL of CH2Cl2 cooled at 0° C. was added 0.15 mL of oxalyl chloride. After stirring for 30 min at 0° C., 6 mL of dry MeOH was added and stirring was continued for 20 min. The resulting solid was collected by filtration to give 0.28 g of the title compound as a white solid. (containing trace of MeOH).